From a dataset of the Open Reaction Database (ORD), a public repository of structured organic reaction records. describe an organic reaction: reactants, conditions, products, and yield Starting materials: [Br-], [Br-], Br[Mg]Cc1ccccn1, CS(=O)(=O)c1ccc(Cn2c(C=O)c(-c3ccccc3)c3cc(Br)ccc3c2=O)cc1, O=C([O-])O, [Li]CCCC, C1CCOC1, CCCCCC, Cc1ccccn1, [Mg+2], [Na+], O. Product: Br[Mg]Cc1ccccn1, CS(=O)(=O)c1ccc(Cn2c(C(O)Cc3ccccn3)c(-c3ccccc3)c3cc(Br)ccc3c2=O)cc1. RXN SMILES: [Br-:13].[Br-:15].[Br:16][Mg:17][CH2:18][c:19]1[n:20][cH:21][cH:22][cH:23][cH:24]1.[Br:25][c:26]1[cH:27][c:28]2[c:29](-[c:50]3[cH:51][cH:52][cH:53][cH:54][cH:55]3)[c:30]([CH:48]=[O:49])[n:31]([CH2:37][c:38]3[cH:39][cH:40][c:41]([S:44](=[O:45])(=[O:46])[CH3:47])[cH:42][cH:43]3)[c:32](=[O:36])[c:33]2[cH:34][cH:35]1.[C:56](=[O:57])([O-:58])[OH:59].[CH2:1]([Li:2])[CH2:3][CH2:4][CH3:5].[CH2:67]1[O:68][CH2:69][CH2:70][CH2:71]1.[CH3:61][CH2:62][CH2:63][CH2:64][CH2:65][CH3:66].[CH3:6][c:7]1[cH:8][cH:9][cH:10][cH:11][n:12]1.[Mg+2:14].[Na+:60].[OH2:72]>>[Br:16][Mg:17][CH2:18][c:19]1[n:20][cH:21][cH:22][cH:23][cH:24]1.[CH2:6]([c:7]1[cH:8][cH:9][cH:10][cH:11][n:12]1)[CH:48]([c:30]1[c:29](-[c:50]2[cH:51][cH:52][cH:53][cH:54][cH:55]2)[c:28]2[cH:27][c:26]([Br:25])[cH:35][cH:34][c:33]2[c:32](=[O:36])[n:31]1[CH2:37][c:38]1[cH:39][cH:40][c:41]([S:44](=[O:45])(=[O:46])[CH3:47])[cH:42][cH:43]1)[OH:49]. Starting materials: Cl.ClCC=1NC2=CC=CN=C2C1 (2-chloromethyl-4-azaindole monohydrochloride), solution, C[O-].[Na+] (sodium methoxide). Solvent: CO (methanol). Run at time 8 hour. Product: COCC=1NC2=CC=CN=C2C1 (2-methoxymethyl-4-azaindole). Reaction SMILES: Cl.Cl[CH2:3][C:4]1[NH:5][C:6]2[C:11]([CH:12]=1)=[N:10][CH:9]=[CH:8][CH:7]=2.[CH3:13][O-:14].[Na+]>CO>[CH3:13][O:14][CH2:3][C:4]1[NH:5][C:6]2[C:11]([CH:12]=1)=[N:10][CH:9]=[CH:8][CH:7]=2 |f:0.1,2.3|. Procedure details: Crude 2-chloromethyl-4-azaindole monohydrochloride (3.0 g, approximately 14.8 mmol) is added to a 25% solution of sodium methoxide in methanol (16.8 ml) and the reaction is refluxed with stirring for 8 hours under an argon atmosphere. The reaction is concentrated and the residue is chromatographed on silica gel using mixtures of CH2Cl2, MeOH, and NH4OH as eluents to give pure 2-methoxymethyl-4-azaindole. Starting materials: C(C)NCC (diethylamine), 3S/R, ( 2S ), N=C=N (carbodiimide), FCC(C(CC(=O)O)NC(=O)C1N(CCCC1)C(=O)N1C2=CC=CC=C2SC=2C=CC=CC12)=O (5-fluoro-4-oxo-3-{[1-(phenothiazine-10-carbonyl)piperidine-2-carbonyl]amino}-pentanoic acid). The solvent is C(Cl)Cl (DCM). Run at time 16 hour. The product is C(C)N(C(CC(C(CF)=O)NC(=O)C1N(CCCC1)C(=O)N1C2=CC=CC=C2SC=2C=CC=CC12)=O)CC (5-Fluoro-4-oxo-3-{[1-(phenothiazine-10-carbonyl)piperidine-2-carbonyl]amino}-pentanoic acid diethyl amide). Isolated yield 11.7%. As a reaction SMILES: [F:1][CH2:2][C:3](=[O:34])[CH:4]([NH:9][C:10]([CH:12]1[CH2:17][CH2:16][CH2:15][CH2:14][N:13]1[C:18]([N:20]1[C:33]2[CH:32]=[CH:31][CH:30]=[CH:29][C:28]=2[S:27][C:26]2[C:21]1=[CH:22][CH:23]=[CH:24][CH:25]=2)=[O:19])=[O:11])[CH2:5][C:6]([OH:8])=O.N=C=N.[CH2:38]([NH:40][CH2:41][CH3:42])[CH3:39]>C(Cl)Cl>[CH2:38]([N:40]([CH2:41][CH3:42])[C:6](=[O:8])[CH2:5][CH:4]([NH:9][C:10]([CH:12]1[CH2:17][CH2:16][CH2:15][CH2:14][N:13]1[C:18]([N:20]1[C:21]2[CH:22]=[CH:23][CH:24]=[CH:25][C:26]=2[S:27][C:28]2[C:33]1=[CH:32][CH:31]=[CH:30][CH:29]=2)=[O:19])=[O:11])[C:3](=[O:34])[CH2:2][F:1])[CH3:39]. Procedure: To a stirred mixture of [3S/R, (2S)]-5-fluoro-4-oxo-3-{[1-(phenothiazine-10-carbonyl)piperidine-2-carbonyl]amino}-pentanoic acid (200 mg, 0.4 mmol), prepared as in Example 1, in anhydrous DCM (4 ml), was added carbodiimide (74 mg, 0.44 mmol) and a diethylamine (0.62 ml, 6 mmol). The mixture was stirred at room temperature for 16 h then concentrated under reduced pressure. The residue was purified by flash chromatography (2.5% Methanol in dichloromethane) to afford the title compound as a white s... Starting materials: O=C(CCl)Nc1ccc(C(=O)O)cc1Cl, Nc1nnc(S)n1-c1ccc(C2CC2)c2ccccc12, CN(C)C=O, O. The product is Nc1nnc(SCC(=O)Nc2ccc(C(=O)O)cc2Cl)n1-c1ccc(C2CC2)c2ccccc12. Reaction SMILES: [Cl:21][c:22]1[cH:23][c:24]([C:25](=[O:26])[OH:27])[cH:28][cH:29][c:30]1[NH:31][C:32]([CH2:33][Cl:34])=[O:35].[NH2:1][c:2]1[n:3](-[c:8]2[cH:9][cH:10][c:11]([CH:18]3[CH2:19][CH2:20]3)[c:12]3[cH:13][cH:14][cH:15][cH:16][c:17]23)[c:4]([SH:7])[n:5][n:6]1.[O:37]=[CH:38][N:39]([CH3:40])[CH3:41].[OH2:36]>>[NH2:1][c:2]1[n:3](-[c:8]2[cH:9][cH:10][c:11]([CH:18]3[CH2:19][CH2:20]3)[c:12]3[cH:13][cH:14][cH:15][cH:16][c:17]23)[c:4]([S:7][CH2:33][C:32]([NH:31][c:30]2[c:22]([Cl:21])[cH:23][c:24]([C:25](=[O:26])[OH:27])[cH:28][cH:29]2)=[O:35])[n:5][n:6]1. The solvent is CCO (EtOH). Yield: 51.7%. Procedure: A mixture of intermediate 25 (200 mg, 0.786 mmol) and 4-methoxybenzyl chloride (0.213 mL, 1.57 mmol) in abs. EtOH (2 mL) is heated at 95° C. for 24 h. The reaction mixture is cooled to RT, evaporated to dryness, and the residue suspended in Et2O. The insoluble material is filtered to give 167 mg of the product 223. 1H NMR (DMSO-d6) δ 11.24 (s, 2 H), 7.50 (d, 2 H), 7.20-6.90 (m, 8 H), 6.90-6.65 (m, 4 H), 5.78 (s, 2 H), 4.78 (s, 2 H), 3.78 (s, 3 H); MS: m/z 375 (M++1). Starting materials: C1(=CC=CC=C1)[C@@H]1NC(N[C@@H]1C1=CC=CC=C1)=S (cis-4,5-Diphenylimidazolidine-2-thione), COC1=CC=C(CCl)C=C1 (4-methoxybenzyl chloride). Reaction SMILES: [C:1]1([C@H:7]2[C@@H:11]([C:12]3[CH:17]=[CH:16][CH:15]=[CH:14][CH:13]=3)[NH:10][C:9](=[S:18])[NH:8]2)[CH:6]=[CH:5][CH:4]=[CH:3][CH:2]=1.[CH3:19][O:20][C:21]1[CH:28]=[CH:27][C:24]([CH2:25][Cl:26])=[CH:23][CH:22]=1>CCO>[ClH:26].[CH3:19][O:20][C:21]1[CH:28]=[CH:27][C:24]([CH2:25][S:18][C:9]2[NH:8][C@H:7]([C:1]3[CH:2]=[CH:3][CH:4]=[CH:5][CH:6]=3)[C@H:11]([C:12]3[CH:13]=[CH:14][CH:15]=[CH:16][CH:17]=3)[N:10]=2)=[CH:23][CH:22]=1 |f:3.4|. The product is Cl.COC1=CC=C(CSC=2N[C@@H]([C@@H](N2)C2=CC=CC=C2)C2=CC=CC=C2)C=C1 (2-[(4-Methoxybenzyl)thio]-cis-4,5-diphenyl-4,5-dihydro-1H-imidazole hydrochloride).